This data is from the Open Reaction Database (ORD), a public repository of structured organic reaction records. The task is: describe an organic reaction: reactants, conditions, products, and yield The reactants are C1(=CC=CC=C1)C#CC1=CC=C2C(N3C(=NC2=C1)CCCCC3)=O (3-(phenylethynyl)-7,8,9,10-tetrahydroazepino[2,1-b]quinazolin-12(6H)-one), HgSO4, OS(=O)(=O)O (H2SO4). Conditions: time 2 hour. Yields the product C1(=CC=CC=C1)CC(=O)C1=CC=C2C(N3C(=NC2=C1)CCCCC3)=O (3-(2-phenylacetyl)-7,8,9,10-tetrahydroazepino[2,1-b]quinazolin-12(6H)-one). RXN SMILES: [C:1]1([C:7]#[C:8][C:9]2[CH:18]=[C:17]3[C:12]([C:13](=[O:24])[N:14]4[CH2:23][CH2:22][CH2:21][CH2:20][CH2:19][C:15]4=[N:16]3)=[CH:11][CH:10]=2)[CH:6]=[CH:5][CH:4]=[CH:3][CH:2]=1.[OH:25]S(O)(=O)=O>>[C:1]1([CH2:7][C:8]([C:9]2[CH:18]=[C:17]3[C:12]([C:13](=[O:24])[N:14]4[CH2:23][CH2:22][CH2:21][CH2:20][CH2:19][C:15]4=[N:16]3)=[CH:11][CH:10]=2)=[O:25])[CH:6]=[CH:5][CH:4]=[CH:3][CH:2]=1. Reported procedure: A mixture of 3-(phenylethynyl)-7,8,9,10-tetrahydroazepino[2,1-b]quinazolin-12(6H)-one (400 mg, 1.3 mmol), HgSO4 (0.1 g, 0.3 mmol, 0.2 equiv) and H2SO4 (6 mL) was stirred at room temperature for 2 h. After quenching with water and basifying with saturated sodium carbonate, the solution was extracted with ethyl acetate (3×20 mL). The combined organic layers were concentrated. The residue was purified by silica gel chromatography to give the desired product (30 mg). MS (ESI): 333 (MH+); 1H NMR (300... Product: C(C1=CC=CC=C1)OC1=CC(=C(C=C1)C(C)=O)F (1-(4-Benzyloxy-2-fluoro-phenyl)-ethanone). Reaction SMILES: C(=O)([O-])[O-].[K+].[K+].[CH2:7](Br)[C:8]1[CH:13]=[CH:12][CH:11]=[CH:10][CH:9]=1.[CH3:15][C:16]([C:18]1[CH:23]=[CH:22][C:21]([OH:24])=[CH:20][C:19]=1[F:25])=[O:17]>C(O)C>[CH2:7]([O:24][C:21]1[CH:22]=[CH:23][C:18]([C:16](=[O:17])[CH3:15])=[C:19]([F:25])[CH:20]=1)[C:8]1[CH:13]=[CH:12][CH:11]=[CH:10][CH:9]=1 |f:0.1.2|. Procedure details: Potassium carbonate (5.5 g, 40.0 mmol) and benzyl bromide (4.6 ml, 38.9 mmol) were added to a solution of 2-fluoro-4-hydroxyacetophenone (5.0 g, 32.4 mmol) in ethanol (50 ml), and the mixture was heated at reflux temperature for 16 h. The reaction mixture was evaporated to a residue to which 2 N HCl (100 ml) was added. This mixture was extracted with ethyl ether (3×60 ml) and the combined extracts were washed with brine (10 ml), dried (MgSO4), and evaporated to a residue, which was crystallized ... Run in C(C)O (ethanol). Starting materials: C([O-])([O-])=O.[K+].[K+] (Potassium carbonate), C(C1=CC=CC=C1)Br (benzyl bromide), CC(=O)C1=C(C=C(C=C1)O)F (2-fluoro-4-hydroxyacetophenone).